From a dataset of the Open Reaction Database (ORD), a public repository of structured organic reaction records. describe an organic reaction: reactants, conditions, products, and yield The reactants are O=C(O)c1ncccn1, CCNc1cccc(C)c1. Reagents/catalysts: C1CCN(C1)[P+](N2CCCC2)(N3CCCC3)ON4C5=C(C=CC=N5)N=N4.F[P-](F)(F)(F)(F)F (PyAOP), CCN(C(C)C)C(C)C (DIPEA). The solvent is CN(C)C=O (DMF), CN(C)C=O (DMF), CN(C)C=O (DMF), CN(C)C=O (DMF), CN(C)C=O (DMF), CN(C)C=O (DMF). Reaction conditions: temperature 25 celsius, time 2 hour. Product: CCN(C(=O)c1ncccn1)c1cccc(C)c1. Isolated yield 74.9%. Reaction SMILES: CCNc1cccc(C)c1.O=C(O)c1ncccn1.C1CCN(C1)[P+](N2CCCC2)(N3CCCC3)ON4C5=C(C=CC=N5)N=N4.F[P-](F)(F)(F)(F)F.CCN(C(C)C)C(C)C.CN(C)C=O>>CCN(C(=O)c1ncccn1)c1cccc(C)c1. The reactants are C1(=CC=CC=C1)C=1NC=C(N1)C(=O)O (2-phenylimidazole-4-carboxylic acid), O (water), C([O-])([O-])=O.[Na+].[Na+] (sodium carbonate), resultant mixture. The solvent is C=O (formaldehyde), O1CCOCC1 (1,4-dioxane). Run at time 2 hour. The product is C1(=CC=CC=C1)C=1NC=C(N1)CO (2-phenyl-4-hydroxymethylimidazole). RXN SMILES: [C:1]1([C:7]2[NH:8][CH:9]=[C:10]([C:12](O)=[O:13])[N:11]=2)[CH:6]=[CH:5][CH:4]=[CH:3][CH:2]=1.C(=O)([O-])[O-].[Na+].[Na+].O>C=O.O1CCOCC1>[C:1]1([C:7]2[NH:8][CH:9]=[C:10]([CH2:12][OH:13])[N:11]=2)[CH:2]=[CH:3][CH:4]=[CH:5][CH:6]=1 |f:1.2.3|. Procedure details: To a suspension of 1.88 g (0.01 mol) of 2-phenylimidazole-4-carboxylic acid in a mixture of 3 ml of ~37% formaldehyde and 3 ml of 1,4-dioxane is added 2.1 g (0.02 mol) of sodium carbonate, and the resultant mixture is heated at 60°-70° C. for 5 hours, with stirring. After completion of the reaction, 5 ml of water is added, and the mixture is allowed to stand for 2 hours, on cooling. The resultant solid is recovered by filtration and recrystallized from ethyl acetate and filtered to afford 2-phen... Starting materials: COCOC1C(S(C)=O)C2CCC13CCC1C(C)(C(=O)O)CCCC1(C)C3C2, C1CCOC1, O=C(O)C(F)(F)F. The product is CS(=O)C1C2CCC3(CCC4C(C)(C(=O)O)CCCC4(C)C3C2)C1O. RXN SMILES: [CH3:1][O:2][CH2:3][O:4][CH:5]1[CH:6]([S:26](=[O:27])[CH3:28])[CH:7]2[CH2:8][CH:9]3[C:10]4([CH3:25])[CH2:11][CH2:12][CH2:13][C:14]([C:21](=[O:22])[OH:23])([CH3:24])[CH:15]4[CH2:16][CH2:17][C:18]13[CH2:19][CH2:20]2.[O:36]1[CH2:37][CH2:38][CH2:39][CH2:40]1.[OH:29][C:30]([C:31]([F:32])([F:33])[F:34])=[O:35]>>[OH:4][CH:5]1[CH:6]([S:26](=[O:27])[CH3:28])[CH:7]2[CH2:8][CH:9]3[C:10]4([CH3:25])[CH2:11][CH2:12][CH2:13][C:14]([C:21](=[O:22])[OH:23])([CH3:24])[CH:15]4[CH2:16][CH2:17][C:18]13[CH2:19][CH2:20]2.